From a dataset of the Open Reaction Database (ORD), a public repository of structured organic reaction records. describe an organic reaction: reactants, conditions, products, and yield Starting materials: NC=1C=C(C=CC1)O (3-aminophenol), C(C)OC(C(=CC1=CC(=C(C(=C1)OC)OC)Br)C#N)=O (3-(3-bromo-4,5-dimethoxyphenyl)-2-cyano-acrylic acid ethyl ester). The product is NC1=CC=C2C(=C(C(OC2=C1)=O)C#N)C1=CC(=C(C(=C1)OC)OC)Br (7-Amino-4-(3-bromo-4,5-dimethoxyphenyl)-3-cyano-2-oxo-2H-chromene). Yield: 7.0%. Reaction SMILES: [NH2:1][C:2]1[CH:3]=[C:4]([OH:8])[CH:5]=[CH:6][CH:7]=1.C([O:11][C:12](=O)[C:13]([C:26]#[N:27])=[CH:14][C:15]1[CH:20]=[C:19]([O:21][CH3:22])[C:18]([O:23][CH3:24])=[C:17]([Br:25])[CH:16]=1)C>>[NH2:1][C:2]1[CH:3]=[C:4]2[C:5]([C:14]([C:15]3[CH:20]=[C:19]([O:21][CH3:22])[C:18]([O:23][CH3:24])=[C:17]([Br:25])[CH:16]=3)=[C:13]([C:26]#[N:27])[C:12](=[O:11])[O:8]2)=[CH:6][CH:7]=1. Procedure: The title compound was prepared from 3-aminophenol and 3-(3-bromo-4,5-dimethoxyphenyl)-2-cyano-acrylic acid ethyl ester by a procedure similar to that described for Example 16 in 7% yield. 1H NMR (CDCl3): 7.20-7.16 (m, 2H), 6.96 (d, J=2.1 Hz, 1H), 6.59-6.55 (m, 2H), 4.63 (brs, 2H), 3.96 (s, 3H), 3.92 (s, 3H). Reactants: CN=C(S)NC#N, CNCc1ccc(CSCCN)o1. The product is CN=C(NC#N)NCCSCc1ccc(CNC)o1. Reaction SMILES: [C:14](#[N:15])[NH:16][C:17](=[N:18][CH3:19])[SH:20].[CH3:1][NH:2][CH2:3][c:4]1[cH:5][cH:6][c:7]([CH2:9][S:10][CH2:11][CH2:12][NH2:13])[o:8]1>>[CH3:1][NH:2][CH2:3][c:4]1[cH:5][cH:6][c:7]([CH2:9][S:10][CH2:11][CH2:12][NH:13][C:17]([NH:16][C:14]#[N:15])=[N:18][CH3:19])[o:8]1.